The task is: describe an organic reaction: reactants, conditions, products, and yield. This data is from the Open Reaction Database (ORD), a public repository of structured organic reaction records. Reactants: CN, CCOC(=O)COC(=O)N1CCN(c2ccc(-c3ccc(C(F)(F)F)cc3)cn2)CC1, C1CCOC1. Yields the product CNC(=O)COC(=O)N1CCN(c2ccc(-c3ccc(C(F)(F)F)cc3)cn2)CC1. Reaction SMILES: [CH3:32][NH2:33].[F:1][C:2]([c:3]1[cH:4][cH:5][c:6](-[c:9]2[cH:10][cH:11][c:12]([N:15]3[CH2:16][CH2:17][N:18]([C:21](=[O:22])[O:23][CH2:24][C:25]([O:27][CH2:26][CH3:28])=[O:29])[CH2:19][CH2:20]3)[n:13][cH:14]2)[cH:7][cH:8]1)([F:30])[F:31].[O:34]1[CH2:35][CH2:36][CH2:37][CH2:38]1>>[F:1][C:2]([c:3]1[cH:4][cH:5][c:6](-[c:9]2[cH:10][cH:11][c:12]([N:15]3[CH2:16][CH2:17][N:18]([C:21](=[O:22])[O:23][CH2:24][C:25](=[O:27])[NH:33][CH3:32])[CH2:19][CH2:20]3)[n:13][cH:14]2)[cH:7][cH:8]1)([F:30])[F:31]. The reactants are BrC1=CC=C(C=C1)C(C(C)C)O (1-(4-Bromophenyl)-2-methylpropan-1-ol), [H-].[Na+] (Sodium Hydride), ClC(C#N)(Cl)Cl (Trichloroacetonitrile), CC(=O)C.CCOC(=O)C (Acetone EtOAc). Run in CCOCC (Et2O), CCOCC (Et2O), CCOC(=O)C (EtOAc). Conditions: time 0.25 hour. Product: ClC(C(OC(C(C)C)C1=CC=C(C=C1)Br)=N)(Cl)Cl (1-(4-Bromophenyl)-2-methylpropyl 2,2,2-trichloroethanimidoate). Reaction SMILES: [H-].[Na+].[Br:3][C:4]1[CH:9]=[CH:8][C:7]([CH:10]([OH:14])[CH:11]([CH3:13])[CH3:12])=[CH:6][CH:5]=1.[Cl:15][C:16]([Cl:20])([Cl:19])[C:17]#[N:18].CC(C)=O.CCOC(C)=O>CCOCC.CCOC(C)=O>[Cl:15][C:16]([Cl:20])([Cl:19])[C:17](=[NH:18])[O:14][CH:10]([C:7]1[CH:6]=[CH:5][C:4]([Br:3])=[CH:9][CH:8]=1)[CH:11]([CH3:12])[CH3:13] |f:0.1,4.5|. Reported procedure: Sodium Hydride (60%, 0.87 mmol) was suspended in Et2O (9 mL) and a solution of 1-(4-bromophenyl)-2-methylpropan-1-ol of step 1 (8.7 mmol, 2.0 g) in Et2O (6 mL) was added. The mixture was stirred at r.t. for 0.25 h. The mixture was cooled to 0° C. Trichloroacetonitrile (11 mmol) was added. The mixture was allowed to warmed to r.t. over 1 h. The mixture was diluted with EtOAc and washed with NaHCO3. The organic extract was dried (anhyd. MgSO4) and concentrated under reduced pressure to give an oil... Yield: 42.6%. RXN SMILES: [F:1][C:2]([F:32])([F:31])[C:3]1[CH:8]=[CH:7][N:6]=[C:5]([NH:9][C:10]2[CH:11]=[C:12]([C:16]3[S:20][C:19]([C@H:21]4[CH2:26][CH2:25][C@H:24]([C:27]([O:29]C)=[O:28])[CH2:23][CH2:22]4)=[N:18][CH:17]=3)[CH:13]=[CH:14][CH:15]=2)[N:4]=1.[Li+].[OH-].Cl.CCOCC>O1CCCC1.CO>[F:32][C:2]([F:1])([F:31])[C:3]1[CH:8]=[CH:7][N:6]=[C:5]([NH:9][C:10]2[CH:11]=[C:12]([C:16]3[S:20][C:19]([C@H:21]4[CH2:22][CH2:23][C@H:24]([C:27]([OH:29])=[O:28])[CH2:25][CH2:26]4)=[N:18][CH:17]=3)[CH:13]=[CH:14][CH:15]=2)[N:4]=1 |f:1.2|. Reported procedure: To a solution of methyl trans-4-[5-(3-{[4-(trifluoromethyl)pyrimidin-2-yl]amino}phenyl)-1,3-thiazol-2-yl]cyclohexanecarboxylate (Example 21-11, 91 mg, 0.197 mmol) in tetrahydrofuran (2.00 mL) and methanol (0.75 mL) was added aqueous 1N LiOH (0.590 mL, 0.590 mmol). The resultant solution was stirred 20 minutes at room temperature and then 30 minutes at 50° C. The solution cooled to room temperature and was quenched with HCl (0.571 mL, 0.571 mmol) and then aqueous 25% NH4OAc solution (to pH=7). Th... Reactants: CCOCC (ether), Cl (HCl), NH4OAc, FC(C1=NC(=NC=C1)NC=1C=C(C=CC1)C1=CN=C(S1)[C@@H]1CC[C@H](CC1)C(=O)OC)(F)F (methyl trans-4-[5-(3-{[4-(trifluoromethyl)pyrimidin-2-yl]amino}phenyl)-1,3-thiazol-2-yl]cyclohexanecarboxylate), [Li+].[OH-] (LiOH), resultant solution. The product is FC(C1=NC(=NC=C1)NC=1C=C(C=CC1)C1=CN=C(S1)[C@@H]1CC[C@H](CC1)C(=O)O)(F)F (trans-4-[5-(3-{[4-(trifluoromethyl)pyrimidin-2-yl]amino}phenyl)-1,3-thiazol-2-yl]cyclohexanecarboxylic acid). Solvent: hexanes, O1CCCC1 (tetrahydrofuran), CO (methanol). Reactants: CN(C)C=O, CC(=O)O, CC1CC2C3CC(F)C4=CC(=O)C=CC4(C)C3C(O)CC2(C)C1C(=O)C=O, OCCF, N#C[K]. Yields the product CC1CC2C3CC(F)C4=CC(=O)C=CC4(C)C3C(O)CC2(C)C1C(=O)C(=O)O. As a reaction SMILES: [CH3:28][N:29]([CH3:30])[CH:32]=[O:31].[CH3:40][C:41](=[O:42])[OH:43].[F:1][CH:2]1[CH2:3][CH:4]2[CH:5]3[CH2:6][CH:7]([CH3:27])[CH:8]([C:9]([CH:10]=[O:11])=[O:12])[C:13]3([CH3:26])[CH2:14][CH:15]([OH:25])[CH:16]2[C:17]2([CH3:24])[CH:18]=[CH:19][C:20](=[O:23])[CH:21]=[C:22]12.[F:33][CH2:34][CH2:35][OH:36].[K:37][C:38]#[N:39]>>[F:1][CH:2]1[CH2:3][CH:4]2[CH:5]3[CH2:6][CH:7]([CH3:27])[CH:8]([C:9]([C:10](=[O:11])[OH:31])=[O:12])[C:13]3([CH3:26])[CH2:14][CH:15]([OH:25])[CH:16]2[C:17]2([CH3:24])[CH:18]=[CH:19][C:20](=[O:23])[CH:21]=[C:22]12. Yields the product Oc1nc(Br)cnc1NC1CCC1. The reactants are Brc1cnc(NC2CCC2)c(Br)n1, [K+], [OH-], O. Reaction SMILES: [CH:1]1([NH:5][c:6]2[n:7][cH:8][c:9]([Br:13])[n:10][c:11]2[Br:12])[CH2:2][CH2:3][CH2:4]1.[K+:15].[OH-:14].[OH2:16]>>[CH:1]1([NH:5][c:6]2[n:7][cH:8][c:9]([Br:13])[n:10][c:11]2[OH:14])[CH2:2][CH2:3][CH2:4]1. Starting materials: Brc1cnc(SCc2ccccc2)nc1, CC(C)O, O=C(OO)c1cccc(Cl)c1, ClCCl. Yields the product O=S(Cc1ccccc1)c1ncc(Br)cn1. Reaction SMILES: [CH2:1]([c:2]1[cH:3][cH:4][cH:5][cH:6][cH:7]1)[S:8][c:9]1[n:10][cH:11][c:12]([Br:15])[cH:13][n:14]1.[CH:27]([OH:28])([CH3:29])[CH3:30].[Cl:16][c:17]1[cH:18][cH:19][cH:20][c:21]([C:22]([O:23][OH:25])=[O:24])[cH:26]1.[Cl:31][CH2:32][Cl:33]>>[CH2:1]([c:2]1[cH:3][cH:4][cH:5][cH:6][cH:7]1)[S:8]([c:9]1[n:10][cH:11][c:12]([Br:15])[cH:13][n:14]1)=[O:24]. Reactants: [H-].[Na+] (NaH), C1CCOC1 (THF), BrC1=CC=C(C=C1)C1=NN=C(N1COC)CC1=CC(=CC=C1)Cl (3-(4-bromo-phenyl)-5-(3-chloro-benzyl)-4-methoxymethyl-4H-[1,2,4]triazole), C1(=CC=CC=C1)P(C1=CC=CC=C1)C1=CC=CC=C1 (triphenyl phosphine), C(C)(C)[Si](C(C)C)(C(C)C)S (triisopropylsilyl thiol). Reagents/catalysts: C=1C=CC(=CC1)/C=C/C(=O)/C=C/C2=CC=CC=C2.C=1C=CC(=CC1)/C=C/C(=O)/C=C/C2=CC=CC=C2.C=1C=CC(=CC1)/C=C/C(=O)/C=C/C2=CC=CC=C2.[Pd].[Pd] (Pd2(dba)3). The solvent is C1=CC=CC=C1 (benzene). Reaction conditions: temperature 80 celsius, time 18 hour. Yields the product ClC=1C=C(CC2=NN=C(N2COC)C2=CC=C(C=C2)S[Si](C(C)C)(C(C)C)C(C)C)C=CC1 (3-(3-chloro-benzyl)-4-methoxymethyl-5-(4-triisopropylsilanylsulfanyl-phenyl)-4H-[1,2,4]triazole), ClC=1C=C(CC2=NN(C(=N2)C2=CC=C(C=C2)S[Si](C(C)C)(C(C)C)C(C)C)COC)C=CC1 (3-(3-chloro-benzyl)-1-methoxymethyl-5-(4-triisopropylsilanylsulfanyl-phenyl)-1H-[1,2,4]triazole). As a reaction SMILES: [H-].[Na+].[CH:3]([Si:6]([SH:13])([CH:10]([CH3:12])[CH3:11])[CH:7]([CH3:9])[CH3:8])([CH3:5])[CH3:4].Br[C:15]1[CH:20]=[CH:19][C:18]([C:21]2[N:25]([CH2:26][O:27][CH3:28])[C:24]([CH2:29][C:30]3[CH:35]=[CH:34][CH:33]=[C:32]([Cl:36])[CH:31]=3)=[N:23][N:22]=2)=[CH:17][CH:16]=1.C1(P(C2C=CC=CC=2)C2C=CC=CC=2)C=CC=CC=1.C1[CH2:60][O:59][CH2:58]C1>C1C=CC=CC=1.C1C=CC(/C=C/C(/C=C/C2C=CC=CC=2)=O)=CC=1.C1C=CC(/C=C/C(/C=C/C2C=CC=CC=2)=O)=CC=1.C1C=CC(/C=C/C(/C=C/C2C=CC=CC=2)=O)=CC=1.[Pd].[Pd]>[Cl:36][C:32]1[CH:31]=[C:30]([CH:35]=[CH:34][CH:33]=1)[CH2:29][C:24]1[N:25]([CH2:26][O:27][CH3:28])[C:21]([C:18]2[CH:17]=[CH:16][C:15]([S:13][Si:6]([CH:7]([CH3:9])[CH3:8])([CH:10]([CH3:12])[CH3:11])[CH:3]([CH3:5])[CH3:4])=[CH:20][CH:19]=2)=[N:22][N:23]=1.[Cl:36][C:32]1[CH:31]=[C:30]([CH:35]=[CH:34][CH:33]=1)[CH2:29][C:24]1[N:25]=[C:21]([C:18]2[CH:17]=[CH:16][C:15]([S:13][Si:6]([CH:7]([CH3:9])[CH3:8])([CH:10]([CH3:12])[CH3:11])[CH:3]([CH3:5])[CH3:4])=[CH:20][CH:19]=2)[N:22]([CH2:58][O:59][CH3:60])[N:23]=1 |f:0.1,7.8.9.10.11|. Procedure: To a suspension of NaH (1.5 mmol in 60% mineral oil) in THF (6 mL) at 0° C. was added triisopropylsilyl thiol (1.5 mmol) and the solution was stirred for 1 h before 3-(4-bromo-phenyl)-5-(3-chloro-benzyl)-4-methoxymethyl-4H-[1,2,4]triazole (1.5 mmol) in benzene (6 mL), triphenyl phosphine (0.6 mmol), and Pd2(dba)3 (0.08 mmol) were added. After bubbled argon through the solution for 15 min, the mixture was stirred at 80° C. for 18 h before it was cooled to room temperature. The reaction mixture wa... The reactants are ClC=1N=CC=C2C=CC(=NC12)C (8-chloro-2-methyl-[1,7]naphthyridine), ClC1=NC=CC(=C1)N (2-chloro-4-aminopyridine). The product is ClC1=NC=CC(=C1)NC=1N=CC=C2C=CC(=NC12)C ((2-Chloro-pyridin-4-yl)-(2-methyl-[1,7]naphthyridin-8-yl)-amine). Reaction SMILES: Cl[C:2]1[N:3]=[CH:4][CH:5]=[C:6]2[C:11]=1[N:10]=[C:9]([CH3:12])[CH:8]=[CH:7]2.[Cl:13][C:14]1[CH:19]=[C:18]([NH2:20])[CH:17]=[CH:16][N:15]=1>>[Cl:13][C:14]1[CH:19]=[C:18]([NH:20][C:2]2[N:3]=[CH:4][CH:5]=[C:6]3[C:11]=2[N:10]=[C:9]([CH3:12])[CH:8]=[CH:7]3)[CH:17]=[CH:16][N:15]=1. Reported procedure: The title compound, MS: m/e=271.2 (M+H+), was prepared in accordance with the general method of example 1 from 8-chloro-2-methyl-[1,7]naphthyridine (Example E) and 2-chloro-4-aminopyridine.